describe an organic reaction: reactants, conditions, products, and yield From a dataset of the Open Reaction Database (ORD), a public repository of structured organic reaction records. The reactants are C(C)(C)(C)OC(=O)N1CCC(CC1)CNC1=NC=C(N=C1OC)Br (4-[(5-bromo-3-methoxy-pyrazin-2-ylamino)-methyl]-piperidine-1-carboxylic acid tert-butyl ester), [Cu](C#N)C#N (copper cyanide). Run in [OH-].[NH4+] (ammonium hydroxide), O (water), ClCCl (dichloromethane), CS(=O)C (DMSO). Run at temperature 150 celsius, time 1 hour. Yields the product C(C)(C)(C)OC(=O)N1CCC(CC1)CNC1=NC=C(N=C1OC)C#N (4-[(5-Cyano-3-methoxy-pyrazin-2-ylamino)-methyl]-piperidine-1-carboxylic acid tert-butyl ester). As a reaction SMILES: [C:1]([O:5][C:6]([N:8]1[CH2:13][CH2:12][CH:11]([CH2:14][NH:15][C:16]2[C:21]([O:22][CH3:23])=[N:20][C:19](Br)=[CH:18][N:17]=2)[CH2:10][CH2:9]1)=[O:7])([CH3:4])([CH3:3])[CH3:2].[Cu](C#N)[C:26]#[N:27]>CS(C)=O.[OH-].[NH4+].O.ClCCl>[C:1]([O:5][C:6]([N:8]1[CH2:13][CH2:12][CH:11]([CH2:14][NH:15][C:16]2[C:21]([O:22][CH3:23])=[N:20][C:19]([C:26]#[N:27])=[CH:18][N:17]=2)[CH2:10][CH2:9]1)=[O:7])([CH3:4])([CH3:3])[CH3:2] |f:3.4|. Procedure details: To 4-[(5-bromo-3-methoxy-pyrazin-2-ylamino)-methyl]-piperidine-1-carboxylic acid tert-butyl ester (0.5 g, 0.00125 mol) in DMSO (10 mL), under nitrogen, was added copper cyanide (0.565 g, 0.00625 mol) and the mixture heated to 150° C. for 1.5 h. The reaction mixture was cooled to rt, diluted with a mixture of 20% ammonium hydroxide in water (50 mL) and dichloromethane (50 mL) and allowed to stir for 1 h. The organic layer was removed, dried over sodium sulfate, filtered and concentrated to an oil... The reactants are Oc1ccc(OCc2ccccc2)nc1, CCOC(=O)C(C)(C)Br, C1CCOC1, O. The product is CCOC(=O)C(C)(C)Oc1ccc(OCc2ccccc2)nc1. Reaction SMILES: [CH2:1]([c:2]1[cH:3][cH:4][cH:5][cH:6][cH:7]1)[O:8][c:9]1[cH:10][cH:11][c:12]([OH:15])[cH:13][n:14]1.[CH2:21]([CH3:22])[O:23][C:24]([C:25]([CH3:26])([CH3:27])[Br:28])=[O:29].[O:16]1[CH2:17][CH2:18][CH2:19][CH2:20]1.[OH2:30]>>[CH2:1]([c:2]1[cH:3][cH:4][cH:5][cH:6][cH:7]1)[O:8][c:9]1[cH:10][cH:11][c:12]([O:15][C:25]([C:24]([O:23][CH2:21][CH3:22])=[O:29])([CH3:26])[CH3:27])[cH:13][n:14]1.